From a dataset of the Open Reaction Database (ORD), a public repository of structured organic reaction records. describe an organic reaction: reactants, conditions, products, and yield The reactants are FC(C(=O)O)(F)F (trifluoroacetic acid), C(C)(C)(C)OC(=O)NC(C)C\C=C\C=1C=NC(=C(C1)C)N ((4E)-N-(tert-butoxycarbonyl)-5-(6-amino-5-methyl-3-pyridyl)-4-penten-2-amine). Solvent: C1(=CC=CC=C1)OC (anisole). Reaction conditions: time 45 minute. Yields the product CNC(C)C\C=C\C=1C=NC(=C(C1)C)N ((4E)-N-Methyl-5-(6-amino-5-methyl-3-pyridyl)-4-penten-2-amine). Isolated yield 12.2%. RXN SMILES: FC(F)(F)C(O)=O.C(O[C:13]([NH:15][CH:16]([CH2:18]/[CH:19]=[CH:20]/[C:21]1[CH:22]=[N:23][C:24]([NH2:28])=[C:25]([CH3:27])[CH:26]=1)[CH3:17])=O)(C)(C)C>C1(OC)C=CC=CC=1>[CH3:13][NH:15][CH:16]([CH2:18]/[CH:19]=[CH:20]/[C:21]1[CH:22]=[N:23][C:24]([NH2:28])=[C:25]([CH3:27])[CH:26]=1)[CH3:17]. Reported procedure: Under a nitrogen atmosphere, trifluoroacetic acid (17.76 g, 155.76 mmol) was added dropwise, via addition funnel, over 30 min to a cold (0–5° C.), stirring solution of (4E)-N-(tert-butoxycarbonyl)-5-(6-amino-5-methyl-3-pyridyl)-4-penten-2-amine (1.11 g, 3.47 mmol) in anisole (15 mL). The resulting solution was stirred for 45 min at 0–5° C. and was then concentrated by rotary evaporation. The viscous, brown oil was further dried under high vacuum for 18 h. The crude product was cooled (0–5° C.), ...